Dataset: the Open Reaction Database (ORD), a public repository of structured organic reaction records. Task: describe an organic reaction: reactants, conditions, products, and yield Reactants: NCS(=O)(=O)O (aminomethanesulfonic acid), ClC=1C(=NC(=C(C1OC1=CC(=C(C=C1)OC)C(C)C)Cl)NCC(=O)OC)F (3,5-Dichloro-2-fluoro-4-(3-isopropyl-4-methoxyphenoxy)-6-methoxycarbonylmethylaminopyridine). The product is ClC=1C(=NC(=C(C1OC1=CC(=C(C=C1)O)C(C)C)Cl)NCS(=O)(=O)O)F (3,5-Dichloro-2-fluoro-4-(3-isopropyl-4-hydroxyphenoxy)-6-hydroxysulfonylmethylaminopyridine). As a reaction SMILES: [NH2:1][CH2:2][S:3]([OH:6])(=[O:5])=[O:4].[Cl:7][C:8]1[C:9]([F:33])=[N:10][C:11](NCC(OC)=O)=[C:12]([Cl:26])[C:13]=1[O:14][C:15]1[CH:20]=[CH:19][C:18]([O:21]C)=[C:17]([CH:23]([CH3:25])[CH3:24])[CH:16]=1>>[Cl:7][C:8]1[C:9]([F:33])=[N:10][C:11]([NH:1][CH2:2][S:3]([OH:6])(=[O:5])=[O:4])=[C:12]([Cl:26])[C:13]=1[O:14][C:15]1[CH:20]=[CH:19][C:18]([OH:21])=[C:17]([CH:23]([CH3:25])[CH3:24])[CH:16]=1. Reported procedure: By use of aminomethanesulfonic acid in place of glycine methyl ester for the preparation of Compound 1e followed by deprotection as described for example 2. Starting materials: FC1=C(C=C(C=C1)C=CCCCCCC(=O)O)C (8-(4-fluoro-3-methylphenyl)oct-7-enoic acid). The reagents and catalysts are [Pd] (Pd). Solvent: CO (MeOH). Run at time 63 hour. Yields the product FC1=C(C=C(C=C1)CCCCCCCC(=O)O)C (8-(4-fluoro-3-methylphenyl)octanoic acid). Yield: 95.0%. RXN SMILES: [F:1][C:2]1[CH:7]=[CH:6][C:5]([CH:8]=[CH:9][CH2:10][CH2:11][CH2:12][CH2:13][CH2:14][C:15]([OH:17])=[O:16])=[CH:4][C:3]=1[CH3:18]>CO.[Pd]>[F:1][C:2]1[CH:7]=[CH:6][C:5]([CH2:8][CH2:9][CH2:10][CH2:11][CH2:12][CH2:13][CH2:14][C:15]([OH:17])=[O:16])=[CH:4][C:3]=1[CH3:18]. Procedure: To a solution of 8-(4-fluoro-3-methylphenyl)oct-7-enoic acid (0.976 g, 3.899 mmol) in 30 mL of MeOH, was added 10% Pd on C (0.195 g). After stirred at room temperature under H2 (1 atm) for 63 h, the reaction mixture was filtered through a pad of Celite and washed with ethyl acetate. The filtrate was concentrated under reduced pressure. The residue was used directly in the next step without further purification (0.938 g, 95% yield). LC-MS: tR=10.1 min, m/z 253 (M+H)+. The reactants are intermediate 13, FC(CN)F (2,2-difluoroethylamine), C1(=CC=CC=C1)OC(NC1=CC=C(C=C1)B1OC(C(O1)(C)C)(C)C)=O (phenyl(4-(4,4,5,5-tetramethyl-1,3,2-dioxaborolan-2-yl)phenyl)carbamate), C1(=CC=CC=C1)OC(NC1=CC=C(C=C1)B1OC(C(O1)(C)C)(C)C)=O (phenyl(4-(4,4,5,5-tetramethyl-1,3,2-dioxaborolan-2-yl)phenyl)carbamate). Yields the product FC(CNC(=O)NC1=CC=C(C=C1)B1OC(C(O1)(C)C)(C)C)F (1-(2,2-difluoroethyl)-3-(4-(4,4,5,5-tetramethyl-1,3,2-dioxaborolan-2-yl)phenyl)urea). Yield: 48.0%. As a reaction SMILES: C1(O[C:8](=[O:25])[NH:9][C:10]2[CH:15]=[CH:14][C:13]([B:16]3[O:20][C:19]([CH3:22])([CH3:21])[C:18]([CH3:24])([CH3:23])[O:17]3)=[CH:12][CH:11]=2)C=CC=CC=1.[F:26][CH:27]([F:30])[CH2:28][NH2:29]>>[F:26][CH:27]([F:30])[CH2:28][NH:29][C:8]([NH:9][C:10]1[CH:11]=[CH:12][C:13]([B:16]2[O:17][C:18]([CH3:24])([CH3:23])[C:19]([CH3:21])([CH3:22])[O:20]2)=[CH:14][CH:15]=1)=[O:25]. Reported procedure: Method as described for intermediate 13 using phenyl(4-(4,4,5,5-tetramethyl-1,3,2-dioxaborolan-2-yl)phenyl)carbamate (intermediate 17) and 2,2-difluoroethylamine to afford a pink oil (505 mg, 48%). Starting materials: ClC(Cl)(Cl)Cl, CCCCN, CN(C)C=O, C=CC(C)(C)CC(=O)OCc1ccccc1, [Cl-], O, O, O, O, O, O. The product is CC(C)(CC(=O)OCc1ccccc1)C(Cl)CC(Cl)(Cl)Cl. RXN SMILES: [C:34]([Cl:35])([Cl:36])([Cl:37])[Cl:38].[CH2:29]([NH2:30])[CH2:31][CH2:32][CH3:33].[CH3:17][N:18]([CH3:19])[CH:20]=[O:21].[CH3:1][C:2]([CH2:3][C:4](=[O:5])[O:6][CH2:7][c:8]1[cH:9][cH:10][cH:11][cH:12][cH:13]1)([CH:14]=[CH2:15])[CH3:16].[Cl-:28].[OH2:22].[OH2:23].[OH2:24].[OH2:25].[OH2:26].[OH2:27]>>[CH3:1][C:2]([CH2:3][C:4](=[O:5])[O:6][CH2:7][c:8]1[cH:9][cH:10][cH:11][cH:12][cH:13]1)([CH:14]([CH2:15][C:34]([Cl:35])([Cl:36])[Cl:37])[Cl:28])[CH3:16]. The reactants are C(#N)\C(=C/C1=CC=C(C=C1)C(=O)OC)\C1=CC=C(C=C1)OC (methyl 4-[(1Z)-2-cyano-2-(4-methoxyphenyl)vinyl]phenyl-carboxylate). Run in ClCCCl (1,2-dichloroethane). Product: C(#N)\C(=C/C1=CC=C(C=C1)C(=O)OC)\C1=CC=C(C=C1)O (methyl 4-[(1Z)-2-cyano-2-(4-hydroxyphenyl)vinyl]phenylcarboxylate). The yield is 37.6%. RXN SMILES: [C:1](/[C:3](/[C:15]1[CH:20]=[CH:19][C:18]([O:21]C)=[CH:17][CH:16]=1)=[CH:4]\[C:5]1[CH:10]=[CH:9][C:8]([C:11]([O:13][CH3:14])=[O:12])=[CH:7][CH:6]=1)#[N:2]>ClCCCl>[C:1](/[C:3](/[C:15]1[CH:20]=[CH:19][C:18]([OH:21])=[CH:17][CH:16]=1)=[CH:4]\[C:5]1[CH:6]=[CH:7][C:8]([C:11]([O:13][CH3:14])=[O:12])=[CH:9][CH:10]=1)#[N:2]. Procedure details: The procedure of Preparation Example 2 was repeated, except that 1.465 g of methyl 4-[(1Z)-2-cyano-2-(4-methoxyphenyl)vinyl]phenyl-carboxylate was used in place of 4′-methoxy-2-biphenylacetonitrile, and 1,2-dichloroethane was used in place of methylene chloride. The resulting crude product was purified by TLC (using a 10:1 mixture of chloroform and tetrahydrofuran as the developing solvent) to obtain 524 mg of methyl 4-[(1Z)-2-cyano-2-(4-hydroxyphenyl)vinyl]phenylcarboxylate. The reactants are C1CCOC1, CCOC(=O)N=NC(=O)OCC, CCOC(=O)CC(C)(Cc1ccc(O)cc1)c1cccnc1, [O-][n+]1ccccc1NCCCO, c1ccc(P(c2ccccc2)c2ccccc2)cc1. Product: CCOC(=O)CC(C)(Cc1ccc(OCCCNc2cccc[n+]2[O-])cc1)c1cccnc1. As a reaction SMILES: [CH2:66]1[O:67][CH2:68][CH2:69][CH2:70]1.[O:1]=[C:2]([O:3][CH2:4][CH3:5])[N:6]=[N:7][C:8]([O:9][CH2:10][CH3:11])=[O:12].[OH:13][c:14]1[cH:15][cH:16][c:17]([CH2:20][C:21]([CH2:22][C:23](=[O:24])[O:25][CH2:26][CH3:27])([c:28]2[cH:29][n:30][cH:31][cH:32][cH:33]2)[CH3:34])[cH:18][cH:19]1.[OH:54][CH2:55][CH2:56][CH2:57][NH:58][c:59]1[n+:60]([O-:65])[cH:61][cH:62][cH:63][cH:64]1.[c:35]1([P:36]([c:37]2[cH:38][cH:39][cH:40][cH:41][cH:42]2)[c:43]2[cH:44][cH:45][cH:46][cH:47][cH:48]2)[cH:49][cH:50][cH:51][cH:52][cH:53]1>>[O:13]([c:14]1[cH:15][cH:16][c:17]([CH2:20][C:21]([CH2:22][C:23](=[O:24])[O:25][CH2:26][CH3:27])([c:28]2[cH:29][n:30][cH:31][cH:32][cH:33]2)[CH3:34])[cH:18][cH:19]1)[CH2:55][CH2:56][CH2:57][NH:58][c:59]1[n+:60]([O-:65])[cH:61][cH:62][cH:63][cH:64]1.